Dataset: the Open Reaction Database (ORD), a public repository of structured organic reaction records. Task: describe an organic reaction: reactants, conditions, products, and yield Reactants: CN=C(C=1C(C(=O)O)=C(C(=C(C1Cl)Cl)Cl)Cl)O (tetrachlorophthalic acid N-methylimide), C([O-])([O-])=O.[K+].[K+] (potassium carbonate), CC1=CC=C(C=C1)S (p-thiocresol), Cl (HCl). The reagents and catalysts are [Br-].C(CCCCCCCCCCCCCCC)[N+](C)(C)C (hexadecyltrimethylammonium bromide). Solvent: C=1(C(=CC=CC1)C)C (xylene), O (water), C=1(C(=CC=CC1)C)C (xylene). Reaction conditions: time 30 minute. The product is CN=C(C=1C(C(=O)O)=C(C(=C(C1Cl)Cl)SC1=CC=C(C=C1)C)Cl)O (4-(p-Tolylthio)-3,5,6-trichlorophthalic acid N-methylimide). As a reaction SMILES: [CH3:1][N:2]=[C:3]([OH:17])[C:4]1[C:5](=[C:9]([Cl:16])[C:10](Cl)=[C:11]([Cl:14])[C:12]=1[Cl:13])[C:6]([OH:8])=[O:7].C(=O)([O-])[O-].[K+].[K+].[CH3:24][C:25]1[CH:30]=[CH:29][C:28]([SH:31])=[CH:27][CH:26]=1.Cl>[Br-].C([N+](C)(C)C)CCCCCCCCCCCCCCC.C1(C)C(C)=CC=CC=1.O>[CH3:1][N:2]=[C:3]([OH:17])[C:4]1[C:5](=[C:9]([Cl:16])[C:10]([S:31][C:28]2[CH:29]=[CH:30][C:25]([CH3:24])=[CH:26][CH:27]=2)=[C:11]([Cl:14])[C:12]=1[Cl:13])[C:6]([OH:8])=[O:7] |f:1.2.3,6.7|. Reported procedure: 2 g (6.7 millimols) of tetrachlorophthalic acid N-methylimide, 950 mg (6.9 millimols) of potassium carbonate, 120 mg (0.33 millimol) of hexadecyltrimethylammonium bromide, 20 ml of xylene and 0.86 ml of water are stirred vigorously at 100° C. and a solution of 860 mg (6.9 millimols) of p-thiocresol in 20 ml of xylene is added dropwise over a period of 10 minutes. After 30 minutes, the mixture is cooled, acidified with 2N HCl solution and extracted with methylene chloride. After drying over sodiu... Starting materials: ClCCCl, COC(=O)c1cccc(C(=O)O)c1, ClCCl, CCc1nc2c(cnn2CC)c(NC2CCOCC2)c1CN. Product: CCc1nc2c(cnn2CC)c(NC2CCOCC2)c1CNC(=O)c1cccc(C(=O)OC)c1. As a reaction SMILES: [CH2:36]([Cl:37])[CH2:38][Cl:39].[CH3:23][O:24][C:25](=[O:26])[c:27]1[cH:28][c:29]([C:30](=[O:31])[OH:32])[cH:33][cH:34][cH:35]1.[Cl:40][CH2:41][Cl:42].[NH2:1][CH2:2][c:3]1[c:4]([NH:16][CH:17]2[CH2:18][CH2:19][O:20][CH2:21][CH2:22]2)[c:5]2[c:6]([n:7][c:8]1[CH2:9][CH3:10])[n:11]([CH2:14][CH3:15])[n:12][cH:13]2>>[NH:1]([CH2:2][c:3]1[c:4]([NH:16][CH:17]2[CH2:18][CH2:19][O:20][CH2:21][CH2:22]2)[c:5]2[c:6]([n:7][c:8]1[CH2:9][CH3:10])[n:11]([CH2:14][CH3:15])[n:12][cH:13]2)[C:30]([c:29]1[cH:28][c:27]([C:25]([O:24][CH3:23])=[O:26])[cH:35][cH:34][cH:33]1)=[O:31]. RXN SMILES: [CH3:1][N:2]([CH3:9])[C:3]1([C:7]#[N:8])[CH2:6][CH2:5][CH2:4]1.[C:10]1([Li])[CH:15]=[CH:14][CH:13]=[CH:12][CH:11]=1>>[NH2:8][CH:7]([C:10]1[CH:15]=[CH:14][CH:13]=[CH:12][CH:11]=1)[C:3]1([N:2]([CH3:9])[CH3:1])[CH2:6][CH2:5][CH2:4]1. Starting materials: intermediate B, CN(C1(CCC1)C#N)C (1-dimethylamino-cyclobutanecarbonitrile), CN(C1(CCC1)C#N)C (1-dimethylamino-cyclobutanecarbonitrile), C1(=CC=CC=C1)[Li] (phenyllithium). Procedure details: The title compound, yellow liquid, MS: m/e=205.2 [(M+H)+], was prepared in accordance with the general method of intermediate B from 1-dimethylamino-cyclobutanecarbonitrile (intermediate Q) and phenyllithium. Product: NC(C1(CCC1)N(C)C)C1=CC=CC=C1 ([1-(Amino-phenyl-methyl)-cyclobutyl]-dimethyl-amine). The reactants are COc1cc(N)ccc1-n1cnc(C)c1, CO, CC(C)Oc1nc(Cl)nc(Cl)n1. Product: COc1cc(Nc2nc(Cl)nc(OC(C)C)n2)ccc1-n1cnc(C)c1. Reaction SMILES: [CH3:1][O:2][c:3]1[cH:4][c:5]([NH2:15])[cH:6][cH:7][c:8]1-[n:9]1[cH:10][n:11][c:12]([CH3:14])[cH:13]1.[CH3:28][OH:29].[Cl:16][c:17]1[n:18][c:19]([O:24][CH:25]([CH3:26])[CH3:27])[n:20][c:21]([Cl:23])[n:22]1>>[CH3:1][O:2][c:3]1[cH:4][c:5]([NH:15][c:21]2[n:20][c:19]([O:24][CH:25]([CH3:26])[CH3:27])[n:18][c:17]([Cl:16])[n:22]2)[cH:6][cH:7][c:8]1-[n:9]1[cH:10][n:11][c:12]([CH3:14])[cH:13]1. Reactants: Cl, CC(C)(C)OC(=O)Nc1ccc2c(c1)OC(C)(C)C(F)=C2c1ccc(F)cc1, C1COCCO1. The product is CC1(C)Oc2cc(N)ccc2C(c2ccc(F)cc2)=C1F. Reaction SMILES: [ClH:35].[F:1][C:2]1=[C:11]([c:12]2[cH:13][cH:14][c:15]([F:18])[cH:16][cH:17]2)[c:10]2[c:5]([cH:6][c:7]([NH:19][C:20](=[O:21])[O:22][C:23]([CH3:24])([CH3:25])[CH3:26])[cH:8][cH:9]2)[O:4][C:3]1([CH3:27])[CH3:28].[O:29]1[CH2:30][CH2:31][O:32][CH2:33][CH2:34]1>>[F:1][C:2]1=[C:11]([c:12]2[cH:13][cH:14][c:15]([F:18])[cH:16][cH:17]2)[c:10]2[c:5]([cH:6][c:7]([NH2:19])[cH:8][cH:9]2)[O:4][C:3]1([CH3:27])[CH3:28]. The reactants are D4, FC=1C=C(C=O)C=CC1F (3,4-difluorobenzaldehyde), OC1=CC(=C(C#N)C=C1)C(F)(F)F (4-hydroxy-2-(trifluoromethyl)-benzonitrile). The product is FC1=C(OC2=CC(=C(C#N)C=C2)C(F)(F)F)C=CC(=C1)C=O (4-(2-fluoro-4-formylphenoxy)-2-(trifluoromethyl)benzonitrile). RXN SMILES: [F:1][C:2]1[CH:3]=[C:4]([CH:7]=[CH:8][C:9]=1F)[CH:5]=[O:6].[OH:11][C:12]1[CH:19]=[CH:18][C:15]([C:16]#[N:17])=[C:14]([C:20]([F:23])([F:22])[F:21])[CH:13]=1>>[F:1][C:2]1[CH:3]=[C:4]([CH:5]=[O:6])[CH:7]=[CH:8][C:9]=1[O:11][C:12]1[CH:19]=[CH:18][C:15]([C:16]#[N:17])=[C:14]([C:20]([F:21])([F:22])[F:23])[CH:13]=1. Procedure details: The title compound was prepared by a procedure similar to that described for D4 starting from 3,4-difluorobenzaldehyde and 4-hydroxy-2-(trifluoromethyl)-benzonitrile. Reactants: C(C)N(C1=C(C=C(C(=C1)OC)OC)[C@H]1CC=2C=CC(=CC2CC1)OC(C(C)(C)C)=O)C(C1=CC(=C(C=C1)O)F)=O (pivalic acid (R)-6-{2-[ethyl(3-fluoro-4-hydroxybenzoyl)amino]-4,5-dimethoxyphenyl}-5,6,7,8-tetrahydronaphthalen-2-yl ester), ClCC(=O)N(C[C@@H]1OCCC1)C (2-chloro-N-methyl-N-[(R)-tetrahydrofuran-2-ylmethyl]acetamide). Product: C(C)N(C1=C(C=C(C(=C1)OC)OC)[C@H]1CC=2C=CC(=CC2CC1)O)CC1=CC(=C(C=C1)OCCN(C[C@@H]1OCCC1)C)F ((R)-6-{2-{Ethyl{3-fluoro-4-{2-{methyl[(R)-tetrahydrofuran-2-ylmethyl]amino}ethoxy}benzyl}amino}-4,5-dimethoxyphenyl}-5,6,7,8-tetrahydronaphthalen-2-ol). Yield: 40.2%. Reaction SMILES: [CH2:1]([N:3]([C:31](=O)[C:32]1[CH:37]=[CH:36][C:35]([OH:38])=[C:34]([F:39])[CH:33]=1)[C:4]1[CH:9]=[C:8]([O:10][CH3:11])[C:7]([O:12][CH3:13])=[CH:6][C:5]=1[C@@H:14]1[CH2:23][CH2:22][C:21]2[CH:20]=[C:19]([O:24]C(=O)C(C)(C)C)[CH:18]=[CH:17][C:16]=2[CH2:15]1)[CH3:2].Cl[CH2:42][C:43]([N:45]([CH3:52])[CH2:46][C@H:47]1[CH2:51][CH2:50][CH2:49][O:48]1)=O>>[CH2:1]([N:3]([CH2:31][C:32]1[CH:37]=[CH:36][C:35]([O:38][CH2:42][CH2:43][N:45]([CH3:52])[CH2:46][C@H:47]2[CH2:51][CH2:50][CH2:49][O:48]2)=[C:34]([F:39])[CH:33]=1)[C:4]1[CH:9]=[C:8]([O:10][CH3:11])[C:7]([O:12][CH3:13])=[CH:6][C:5]=1[C@@H:14]1[CH2:23][CH2:22][C:21]2[CH:20]=[C:19]([OH:24])[CH:18]=[CH:17][C:16]=2[CH2:15]1)[CH3:2]. Procedure: Synthesized from pivalic acid (R)-6-{2-[ethyl(3-fluoro-4-hydroxybenzoyl)amino]-4,5-dimethoxyphenyl}-5,6,7,8-tetrahydronaphthalen-2-yl ester (15 mg) and 2-chloro-N-methyl-N-[(R)-tetrahydrofuran-2-ylmethyl]acetamide (10 mg) according to an analogous synthetic method to Example 404 and purified by LC-MS, the title compound (6.5 mg) was obtained. Starting materials: CC(C)(C)[O-], CS(C)=O, [Cl-], CC(C)I, [K+], [NH4+], CCOC(=O)c1cc(-c2cccs2)n[nH]1. The product is CCOC(=O)c1cc(-c2cccs2)nn1C(C)C. As a reaction SMILES: [CH3:1][C:2]([CH3:3])([CH3:4])[O-:5].[CH3:28][S:29]([CH3:30])=[O:31].[Cl-:26].[I:22][CH:23]([CH3:24])[CH3:25].[K+:6].[NH4+:27].[s:7]1[c:8](-[c:12]2[n:13][nH:14][c:15]([C:17](=[O:18])[O:19][CH2:20][CH3:21])[cH:16]2)[cH:9][cH:10][cH:11]1>>[CH3:1][CH:2]([CH3:3])[n:14]1[n:13][c:12](-[c:8]2[s:7][cH:11][cH:10][cH:9]2)[cH:16][c:15]1[C:17](=[O:18])[O:19][CH2:20][CH3:21].